From a dataset of the Open Reaction Database (ORD), a public repository of structured organic reaction records. describe an organic reaction: reactants, conditions, products, and yield The reactants are CNC1CCCCC1 (N-methylcyclohexylamine), C(C1=CC=CC=C1)Br (benzyl bromide), C([O-])([O-])=O.[K+].[K+] (potassium carbonate). Run in CC(CC(C)=O)C (4-methyl-2-pentanone). Product: C1(CCCCC1)N(C)CC1=CC=CC=C1 (N-cyclohexyl-N-methylbenzylamine). Reaction SMILES: [CH3:1][NH:2][CH:3]1[CH2:8][CH2:7][CH2:6][CH2:5][CH2:4]1.[CH2:9](Br)[C:10]1[CH:15]=[CH:14][CH:13]=[CH:12][CH:11]=1.C(=O)([O-])[O-].[K+].[K+]>CC(C)CC(=O)C>[CH:3]1([N:2]([CH2:9][C:10]2[CH:15]=[CH:14][CH:13]=[CH:12][CH:11]=2)[CH3:1])[CH2:8][CH2:7][CH2:6][CH2:5][CH2:4]1 |f:2.3.4|. Procedure details: The compound N-cyclohexyl-N-methylbenzylamine was synthesized by treatment of N-methylcyclohexylamine (1) [1.98 ml, 1.70 g, 0.015 moles] with benzyl bromide (2) [1.78 ml, 2.56 g, 0.015 moles] in the presence of potassium carbonate [2.28 g, 1.1 equivalents] in 4-methyl-2-pentanone (50 ml). The reaction mixture was heated under reflux overnight. After filtering the insoluble potassium salts, the filtrate was concentrated to dryness. The solid was dissolved in boiling 4-methyl-2-pentanone, treated ...